Dataset: the Open Reaction Database (ORD), a public repository of structured organic reaction records. Task: describe an organic reaction: reactants, conditions, products, and yield Reactants: C1CCOC1, CS(=O)(=O)N1CCC(N)CC1, O=S(=O)(Nc1cc(-c2nc(C3CCOCC3)sc2-c2ccnc(Cl)n2)ccc1F)c1cc(F)ccc1F. Yields the product CS(=O)(=O)N1CCC(Nc2nccc(-c3sc(C4CCOCC4)nc3-c3ccc(F)c(NS(=O)(=O)c4cc(F)ccc4F)c3)n2)CC1. Reaction SMILES: [CH2:49]1[O:50][CH2:51][CH2:52][CH2:53]1.[CH3:38][S:39](=[O:40])(=[O:41])[N:42]1[CH2:43][CH2:44][CH:45]([NH2:48])[CH2:46][CH2:47]1.[Cl:1][c:2]1[n:3][cH:4][cH:5][c:6](-[c:8]2[c:9](-[c:19]3[cH:20][cH:21][c:22]([F:37])[c:23]([NH:25][S:26](=[O:27])(=[O:28])[c:29]4[c:30]([F:36])[cH:31][cH:32][c:33]([F:35])[cH:34]4)[cH:24]3)[n:10][c:11]([CH:13]3[CH2:14][CH2:15][O:16][CH2:17][CH2:18]3)[s:12]2)[n:7]1>>[c:2]1([NH:48][CH:45]2[CH2:44][CH2:43][N:42]([S:39]([CH3:38])(=[O:40])=[O:41])[CH2:47][CH2:46]2)[n:3][cH:4][cH:5][c:6](-[c:8]2[c:9](-[c:19]3[cH:20][cH:21][c:22]([F:37])[c:23]([NH:25][S:26](=[O:27])(=[O:28])[c:29]4[c:30]([F:36])[cH:31][cH:32][c:33]([F:35])[cH:34]4)[cH:24]3)[n:10][c:11]([CH:13]3[CH2:14][CH2:15][O:16][CH2:17][CH2:18]3)[s:12]2)[n:7]1. Reactants: COc1ccc(Br)cc1NC(=O)C(F)(F)F, C1CCOC1, C#C[Si](C)(C)C, Cl[Pd]Cl, c1ccc(P(c2ccccc2)c2ccccc2)cc1, c1ccc(P(c2ccccc2)c2ccccc2)cc1. Product: COc1ccc(C#C[Si](C)(C)C)cc1NC(=O)C(F)(F)F. As a reaction SMILES: [Br:1][c:2]1[cH:3][cH:4][c:5]([O:15][CH3:16])[c:6]([NH:8][C:9]([C:10]([F:11])([F:12])[F:13])=[O:14])[cH:7]1.[CH2:64]1[O:65][CH2:66][CH2:67][CH2:68]1.[CH3:17][Si:18]([CH3:19])([CH3:20])[C:21]#[CH:22].[Pd:23]([Cl:24])[Cl:25].[c:26]1([P:27]([c:28]2[cH:29][cH:30][cH:31][cH:32][cH:33]2)[c:34]2[cH:35][cH:36][cH:37][cH:38][cH:39]2)[cH:40][cH:41][cH:42][cH:43][cH:44]1.[c:45]1([P:46]([c:47]2[cH:48][cH:49][cH:50][cH:51][cH:52]2)[c:53]2[cH:54][cH:55][cH:56][cH:57][cH:58]2)[cH:59][cH:60][cH:61][cH:62][cH:63]1>>[c:2]1([C:22]#[C:21][Si:18]([CH3:17])([CH3:19])[CH3:20])[cH:3][cH:4][c:5]([O:15][CH3:16])[c:6]([NH:8][C:9]([C:10]([F:11])([F:12])[F:13])=[O:14])[cH:7]1. Reactants: C=C(C)CN1C(=O)CCC1C(=O)O, CCN=C=NCCCN(C)C, NCc1ccc(F)cc1Cl, ClCCl, Cl, On1nnc2ccccc21. The product is C=C(C)CN1C(=O)CCC1C(=O)NCc1ccc(F)cc1Cl. As a reaction SMILES: [CH3:1][C:2]([CH2:3][N:4]1[CH:5]([C:6](=[O:7])[OH:8])[CH2:9][CH2:10][C:11]1=[O:12])=[CH2:13].[CH3:35][N:36]([CH3:37])[CH2:38][CH2:39][CH2:40][N:41]=[C:42]=[N:43][CH2:44][CH3:45].[Cl:24][c:25]1[c:26]([CH2:32][NH2:33])[cH:27][cH:28][c:29]([F:31])[cH:30]1.[Cl:46][CH2:47][Cl:48].[ClH:34].[OH:14][n:15]1[c:16]2[cH:17][cH:18][cH:19][cH:20][c:21]2[n:22][n:23]1>>[CH3:1][C:2]([CH2:3][N:4]1[CH:5]([C:6](=[O:8])[NH:33][CH2:32][c:26]2[c:25]([Cl:24])[cH:30][c:29]([F:31])[cH:28][cH:27]2)[CH2:9][CH2:10][C:11]1=[O:12])=[CH2:13]. Starting materials: ClC1=NC=CC(=N1)C(F)(F)F (2-chloro-4-trifluoromethylpyrimidine), Cl (hydrochloride), C(=O)(O)C1=CC=C(O1)C1=NNC2=CC=CC=C12 (3-(5-carboxy-2-furyl)indazole), CC(C)([O-])C.[K+] (potassium tert-butoxide). Run in CN(C)C=O (DMF), CN(C)C=O (DMF). The product is Cl.C(=O)(O)C1=CC=C(O1)C1=NN(C2=CC=CC=C12)C1=NC=CC(=N1)C(F)(F)F (3-(5-Carboxy-2-furyl)-1-(4-trifluoromethylpyrimidin-2-yl)indazole hydrochloride). Reaction SMILES: [C:1]([C:4]1[O:8][C:7]([C:9]2[C:17]3[C:12](=[CH:13][CH:14]=[CH:15][CH:16]=3)[NH:11][N:10]=2)=[CH:6][CH:5]=1)([OH:3])=[O:2].CC(C)([O-])C.[K+].[Cl:24][C:25]1[N:30]=[C:29]([C:31]([F:34])([F:33])[F:32])[CH:28]=[CH:27][N:26]=1.Cl>CN(C=O)C>[ClH:24].[C:1]([C:4]1[O:8][C:7]([C:9]2[C:17]3[C:12](=[CH:13][CH:14]=[CH:15][CH:16]=3)[N:11]([C:25]3[N:30]=[C:29]([C:31]([F:34])([F:33])[F:32])[CH:28]=[CH:27][N:26]=3)[N:10]=2)=[CH:6][CH:5]=1)([OH:3])=[O:2] |f:1.2,6.7|. Procedure: 1.3 g (5.7 mmol) of 3-(5-carboxy-2-furyl)indazole together with 1.3 g (11.4 mmol) of potassium tert-butoxide were dissolved in 5 ml of dry DMF and admixed with 2-chloro-4-trifluoromethylpyrimidine dissolved in 5 ml of DMF. The mixture was stirred at 60° C. the hydrochloride was precipitated from the aqueous phase by addition of 1N hydrochloric acid. This gave 420 mg (25%) of the title compound. m.p.: 258-261° C.